From a dataset of the Open Reaction Database (ORD), a public repository of structured organic reaction records. describe an organic reaction: reactants, conditions, products, and yield Starting materials: COC(=O)C1(C(O)c2cccc(CNC(=O)OC(C)(C)C)c2)CCCO1, CI, CCOC(C)=O, [Cl-], [H-], [NH4+], [Na+], C1CCOC1, S=C=S. Product: COC(=O)C1(C(OC(=S)SC)c2cccc(CNC(=O)OC(C)(C)C)c2)CCCO1. RXN SMILES: [C:1]([CH3:2])([CH3:3])([CH3:4])[O:5][C:6](=[O:7])[NH:8][CH2:9][c:10]1[cH:11][c:12]([CH:16]([C:17]2([C:22](=[O:23])[O:24][CH3:25])[O:18][CH2:19][CH2:20][CH2:21]2)[OH:26])[cH:13][cH:14][cH:15]1.[CH3:29][I:30].[CH3:41][CH2:42][O:43][C:44](=[O:45])[CH3:46].[Cl-:31].[H-:27].[NH4+:32].[Na+:28].[O:36]1[CH2:37][CH2:38][CH2:39][CH2:40]1.[S:33]=[C:34]=[S:35]>>[C:1]([CH3:2])([CH3:3])([CH3:4])[O:5][C:6](=[O:7])[NH:8][CH2:9][c:10]1[cH:11][c:12]([CH:16]([C:17]2([C:22](=[O:23])[O:24][CH3:25])[O:18][CH2:19][CH2:20][CH2:21]2)[O:26][C:34](=[S:33])[S:35][CH3:29])[cH:13][cH:14][cH:15]1. The reactants are Cn1c(C#N)ccc1-c1ccc2c(c1)C1(CCC1)OC(=O)N2, COc1ccc(P2(=S)SP(=S)(c3ccc(OC)cc3)S2)cc1, Cc1ccccc1, [Na+], [Na+], O=C([O-])[O-]. Yields the product Cn1c(C#N)ccc1-c1ccc2c(c1)C1(CCC1)OC(=S)N2. Reaction SMILES: [CH3:1][n:2]1[c:3]([C:21]#[N:22])[cH:4][cH:5][c:6]1-[c:7]1[cH:8][cH:9][c:10]2[c:11]([cH:20]1)[C:12]1([O:13][C:14](=[O:16])[NH:15]2)[CH2:17][CH2:18][CH2:19]1.[CH3:23][O:24][c:25]1[cH:26][cH:27][c:28]([P:29]2(=[S:32])[S:30][P:31]([c:33]3[cH:34][cH:35][c:36]([O:37][CH3:38])[cH:39][cH:40]3)(=[S:41])[S:42]2)[cH:43][cH:44]1.[CH3:51][c:52]1[cH:53][cH:54][cH:55][cH:56][cH:57]1.[Na+:45].[Na+:46].[O-:47][C:48](=[O:49])[O-:50]>>[CH3:1][n:2]1[c:3]([C:21]#[N:22])[cH:4][cH:5][c:6]1-[c:7]1[cH:8][cH:9][c:10]2[c:11]([cH:20]1)[C:12]1([O:13][C:14](=[S:32])[NH:15]2)[CH2:17][CH2:18][CH2:19]1. The reactants are [N+](=[N-])=C (diazomethane), OC1C(C(CC1O)CCCCCCC(=O)O)CCC(CCCCC)O (7-[3,4-dihydroxy-2-(3-hydroxyoctyl)cyclopentyl]heptanoic acid). Solvent: C(C)OCC (diethyl ether). Run at time 1 day. Yields the product OC1C(C(CC1O)CCCCCCC(=O)OC)CCC(CCCCC)O (methyl 7-[3,4-dihydroxy-2-(3-hydroxyoctyl)cyclopentyl]heptanoate). Yield: 83.4%. RXN SMILES: [N+](=[CH2:3])=[N-].[OH:4][CH:5]1[CH:9]([OH:10])[CH2:8][CH:7]([CH2:11][CH2:12][CH2:13][CH2:14][CH2:15][CH2:16][C:17]([OH:19])=[O:18])[CH:6]1[CH2:20][CH2:21][CH:22]([OH:28])[CH2:23][CH2:24][CH2:25][CH2:26][CH3:27]>C(OCC)C>[OH:4][CH:5]1[CH:9]([OH:10])[CH2:8][CH:7]([CH2:11][CH2:12][CH2:13][CH2:14][CH2:15][CH2:16][C:17]([O:19][CH3:3])=[O:18])[CH:6]1[CH2:20][CH2:21][CH:22]([OH:28])[CH2:23][CH2:24][CH2:25][CH2:26][CH3:27]. Procedure details: A solution of diazomethane (60 mg.) in diethyl ether (10 ml.) was added to 7-[3,4-dihydroxy-2-(3-hydroxyoctyl)cyclopentyl]heptanoic acid (0.3 g.; prepared as described in Example 1(q)) and the reaction mixture was left to stand for one day at room temperature. The polymethylenes formed as by-products of the reaction were removed by filtration and the filtrate was washed with dilute aqueous sodium carbonate solution. Evaporation of the ethereal solution gave crude methyl 7-[3,4-dihydroxy-2-(3-hyd... Starting materials: C(C(C)C)N([C@@H](CCCCN)C(=O)O)S(=O)(=O)C1=CC=C(C=C1)[N+](=O)[O-] (Nα-isobutyl-Nα-(4-nitrobenzenesulfonyl)-L-lysine), C1=CC=CC=2OC3=CC=CC=C3C(C12)C(=O)O (xanthene-9-carboxylic acid). Product: C(C(C)C)N([C@@H](CCCCNC(=O)C1C2=CC=CC=C2OC=2C=CC=CC12)C(=O)O)S(=O)(=O)C1=CC=C(C=C1)[N+](=O)[O-] (Nα-Isobutyl-Nα-(4-nitrobenzenesulfonyl)-Nε-(9-xanthenecarbonyl)-L-lysine). As a reaction SMILES: [CH2:1]([N:5]([S:15]([C:18]1[CH:23]=[CH:22][C:21]([N+:24]([O-:26])=[O:25])=[CH:20][CH:19]=1)(=[O:17])=[O:16])[C@H:6]([C:12]([OH:14])=[O:13])[CH2:7][CH2:8][CH2:9][CH2:10][NH2:11])[CH:2]([CH3:4])[CH3:3].[CH:27]1[C:40]2[CH:39]([C:41](O)=[O:42])[C:38]3[C:33](=[CH:34][CH:35]=[CH:36][CH:37]=3)[O:32][C:31]=2[CH:30]=[CH:29][CH:28]=1>>[CH2:1]([N:5]([S:15]([C:18]1[CH:23]=[CH:22][C:21]([N+:24]([O-:26])=[O:25])=[CH:20][CH:19]=1)(=[O:17])=[O:16])[C@H:6]([C:12]([OH:14])=[O:13])[CH2:7][CH2:8][CH2:9][CH2:10][NH:11][C:41]([CH:39]1[C:40]2[CH:27]=[CH:28][CH:29]=[CH:30][C:31]=2[O:32][C:33]2[C:38]1=[CH:37][CH:36]=[CH:35][CH:34]=2)=[O:42])[CH:2]([CH3:4])[CH3:3]. Procedure: Nα-isobutyl-Nα-(4-nitrobenzenesulfonyl)-L-lysine was reacted with xanthene-9-carboxylic acid under the conditions described in example 86 to yield the desired product. Reactants: [H-].[Al+3].[Li+].[H-].[H-].[H-] (lithium aluminum hydride), ice water, C(C)(=O)OCC (ethyl acetate), COC(=O)CCC(=O)OC=1C(=C(C2=C(SC(O2)CCC(=O)OC)C1C)C)C (methyl 3-[5-(3-methoxycarbonylpropionyloxy)-4,6,7-trimethyl-1,3-benzoxathiole-2-yl]propionate), ice water, Cl (hydrochloric acid). Run in O1CCCC1 (tetrahydrofuran), O1CCCC1 (tetrahydrofuran), O1CCCC1 (tetrahydrofuran), O1CCCC1 (tetrahydrofuran). Product: OC=1C(=C(C2=C(SC(O2)CCCO)C1C)C)C (3-(5-Hydroxy-4,6,7-trimethyl-1,3-benzoxathiole-2-yl)-propanol). RXN SMILES: [H-].[Al+3].[Li+].[H-].[H-].[H-].COC(CCC([O:15][C:16]1[C:17]([CH3:33])=[C:18]([CH3:32])[C:19]2[O:23][CH:22]([CH2:24][CH2:25][C:26](OC)=[O:27])[S:21][C:20]=2[C:30]=1[CH3:31])=O)=O.C(OCC)(=O)C.Cl>O1CCCC1>[OH:15][C:16]1[C:17]([CH3:33])=[C:18]([CH3:32])[C:19]2[O:23][CH:22]([CH2:24][CH2:25][CH2:26][OH:27])[S:21][C:20]=2[C:30]=1[CH3:31] |f:0.1.2.3.4.5|. Procedure details: 10 g of lithium aluminum hydride were suspended in 500 ml of dried tetrahydrofuran, and then a solution of 32.0 g of methyl 3-[5-(3-methoxycarbonylpropionyloxy)-4,6,7-trimethyl-1,3-benzoxathiole-2-yl]propionate (prepared as described in Example 31) in 160 ml of tetrahydrofuran was added dropwise with stirring and ice-cooling and under a nitrogen stream to the suspension. After the dropwise addition, the reaction mixture was stirred for 1 hour at room temperature and then refluxed for 4 hours. Th... The product is C1(CC1)S(=O)(=O)N[C@H]1C[C@H](N(C1)C(=O)OC(C)(C)C)CC ((2R,4S)-tert-butyl 4-(cyclopropanesulfonamido)-2-ethylpyrrolidine-1-carboxylate). The reagents and catalysts are [OH-].[OH-].[Pd+2] (Pd(OH)2). Reaction SMILES: [N:1]([C@@H:4]1[CH2:8][N:7]([C:9]([O:11][C:12]([CH3:15])([CH3:14])[CH3:13])=[O:10])[C@H:6]([CH2:16][CH3:17])[CH2:5]1)=[N+]=[N-].[CH:18]1([S:21](Cl)(=[O:23])=[O:22])[CH2:20][CH2:19]1>CCO.[OH-].[OH-].[Pd+2]>[CH:18]1([S:21]([NH:1][C@@H:4]2[CH2:8][N:7]([C:9]([O:11][C:12]([CH3:15])([CH3:14])[CH3:13])=[O:10])[C@H:6]([CH2:16][CH3:17])[CH2:5]2)(=[O:23])=[O:22])[CH2:20][CH2:19]1 |f:3.4.5|. Solvent: CCO (EtOH), CCO (EtOH). Reactants: C1(CC1)S(=O)(=O)Cl (cyclopropanesulfonyl chloride), N(=[N+]=[N-])[C@H]1C[C@H](N(C1)C(=O)OC(C)(C)C)CC ((2R,4S)-tert-butyl 4-azido-2-ethylpyrrolidine-1-carboxylate). Reported procedure: To a slurry of 20 wt % Pd(OH)2 on C (0.044 g, 0.062 mmol) in EtOH (30 mL) was added a solution of (2R,4S)-tert-butyl 4-azido-2-ethylpyrrolidine-1-carboxylate (1.5 g, 6.2 mmol, synthesized as described in Rosen, T.; Chu, D. T. W.; Lico, I. M.; Fernandes, P. B.; Marsh, K.; Shen, L.; Cepa, V. G.; Pernet, A. G. J. Med. Chem. 1988, 31, 1598-1611) in EtOH (10 mL). The reaction mixture was sparged with hydrogen and an atmosphere of hydrogen was maintained via balloon. The reaction mixture was stirred f... Run at time 4 hour. Isolated yield 48.0%. Reactants: BrC1=C(C(=C(C2=CC=CC=C12)C1=CC=C(C=C1)Cl)C(C(=O)O)OC(C)(C)C)C (2-(4-bromo-1-(4-chlorophenyl)-3-methylnaphthalen-2-yl)-2-tert-butoxyacetic acid), BrC1=C(C(=C(C2=CC=CC=C12)C1=CC=C(C=C1)Cl)[C@@H](C(=O)OC)O)C ((S)-methyl 2-(4-bromo-1-(4-chlorophenyl)-3-methylnaphthalen-2-yl)-2-hydroxyacetate). Product: BrC1=C(C(=C(C2=CC=CC=C12)C1=CC=C(C=C1)Cl)[C@@H](C(=O)O)OC(C)(C)C)C ((S)-2-(4-bromo-1-(4-chlorophenyl)-3-methylnaphthalen-2-yl)-2-tert-butoxyacetic acid). Reaction SMILES: [Br:1][C:2]1[C:11]2[C:6](=[CH:7][CH:8]=[CH:9][CH:10]=2)[C:5]([C:12]2[CH:17]=[CH:16][C:15]([Cl:18])=[CH:14][CH:13]=2)=[C:4]([CH:19]([O:23][C:24]([CH3:27])([CH3:26])[CH3:25])[C:20]([OH:22])=[O:21])[C:3]=1[CH3:28].BrC1C2C(=CC=CC=2)C(C2C=CC(Cl)=CC=2)=C([C@H](O)C(OC)=O)C=1C>>[Br:1][C:2]1[C:11]2[C:6](=[CH:7][CH:8]=[CH:9][CH:10]=2)[C:5]([C:12]2[CH:13]=[CH:14][C:15]([Cl:18])=[CH:16][CH:17]=2)=[C:4]([C@H:19]([O:23][C:24]([CH3:26])([CH3:25])[CH3:27])[C:20]([OH:22])=[O:21])[C:3]=1[CH3:28]. Procedure details: (S)-2-(4-Bromo-1-(4-chlorophenyl)-3-methylnaphthalen-2-yl)-2-tert-butoxyacetic acid (150B) was prepared in a similar manner to 2-(4-bromo-1-(4-chlorophenyl)-3-methylnaphthalen-2-yl)-2-tert-butoxyacetic acid of Example 124, except using (S)-methyl 2-(4-bromo-1-(4-chlorophenyl)-3-methylnaphthalen-2-yl)-2-hydroxyacetate, giving the title compound (parent form). 1H NMR (400 MHz, CD3OD) δ 8.38 (d, J=8.6 Hz, 1H), 7.63-7.47 (m, 4H), 7.38-7.20 (m, 3H), 5.30 (s, 1H), 2.69 (s, 3H), 1.00 (s, 9H). LCMS-ESI−...